Dataset: the Open Reaction Database (ORD), a public repository of structured organic reaction records. Task: describe an organic reaction: reactants, conditions, products, and yield Starting materials: C(C)(C)(C)OC(=O)N1C(C(CC1)C(CCSC)=O)=O (3-(3-Methylsulfanylpropionyl)-2-oxo-pyrrolidine-1-carboxylic acid t-butyl ester), S(C)C (Me2S). Solvent: C1CCOC1 (THF), C1CCOC1 (THF). Conditions: time 1 hour. Product: C(C)(C)(C)OC(=O)N1CC(CC1)C(CCSC)O (3-(1-Hydroxy-3-methylsulfanylpropyl)pyrrolidine-1-carboxylic Acid t-Butyl Ester). Isolated yield 166.6%. As a reaction SMILES: [C:1]([O:5][C:6]([N:8]1[CH2:12][CH2:11][CH:10]([C:13](=[O:18])[CH2:14][CH2:15][S:16][CH3:17])[C:9]1=O)=[O:7])([CH3:4])([CH3:3])[CH3:2].S(C)C>C1COCC1>[C:1]([O:5][C:6]([N:8]1[CH2:12][CH2:11][CH:10]([CH:13]([OH:18])[CH2:14][CH2:15][S:16][CH3:17])[CH2:9]1)=[O:7])([CH3:4])([CH3:3])[CH3:2]. Procedure details: 3-(3-Methylsulfanylpropionyl)-2-oxo-pyrrolidine-1-carboxylic acid t-butyl ester (188 mg, 654 μmol) was dissolved in THF (531 μL) under nitrogen. 2M BH3.Me2S in THF (981 μL) was added via syringe over 15 minutes. The mixture was stirred at room temperature for 1 hour, then heated at 65° C. for 1 hours, then cooled to room temperature. The mixture was cooled on an ice bath and the reaction was slowly quenched with cold MeOH (100 mL). The mixture was stirred overnight and then diluted with EtOAc (3... The reactants are BrC1=C2N(C=3C=NC=CC13)CCC2 (8-bromo-2,3-dihydro-1H-3a,5-diaza-cyclopenta[a]indene), solution, C(CCC)[Li] (n-butyl lithium), C(C)(C)(C)OC(=O)N1S(OC[C@@H]1C)(=O)=O ((S)-4-Methyl-2,2-dioxo-[1,2,3]oxathiazolidine-3-carboxylic acid tert-butyl ester), O (water). Run in O1CCCC1 (tetrahydrofuran), CCCCCC (n-hexane), C(C)(=O)OCC (ethyl acetate). Conditions: temperature -78 celsius, time 30 minute. The product is N (ammonia), C1CCN2C1=C(C=1C=CN=CC21)C[C@H](C)N ((S)-2-(2,3-Dihydro-1H-3a,5-diaza-cyclopenta[a]inden-8-yl)-1-methyl-ethylamine). RXN SMILES: Br[C:2]1[C:10]2[CH:9]=[CH:8][N:7]=[CH:6][C:5]=2[N:4]2[CH2:11][CH2:12][CH2:13][C:3]=12.C([Li])CCC.C(OC([N:26]1[C@@H:30]([CH3:31])[CH2:29]OS1(=O)=O)=O)(C)(C)C.O>O1CCCC1.CCCCCC.C(OCC)(=O)C>[NH3:4].[CH2:13]1[C:3]2=[C:2]([CH2:29][C@@H:30]([NH2:26])[CH3:31])[C:10]3[CH:9]=[CH:8][N:7]=[CH:6][C:5]=3[N:4]2[CH2:11][CH2:12]1. Procedure: To a solution of 0.237 g 8-bromo-2,3-dihydro-1H-3a,5-diaza-cyclopenta[a]indene in 3 ml tetrahydrofuran was added dropwise a 1.6M solution of n-butyl lithium in n-hexane during 15 min at −78° C. The mixture was stirred at −78° C. for 30 min. To the resulting mixture was added (S)-4-Methyl-2,2-dioxo-[1,2,3]oxathiazolidine-3-carboxylic acid tert-butyl ester at once. The mixture was allowed to warm to room temperature during 15 min. The reaction mixture was distributed between water and ethyl acetat... Reactants: C(C)(C)(C)OC(\C=C\C=1C=NC(=C(C1)C(C)(C)O)N)=O ((E)-3-[6-Amino-5-(1-hydroxy-1-methyl-ethyl)-pyridin-3-yl]-acrylic acid tert-butyl ester), C(Cl)Cl (CH2Cl2), C(=O)(C(F)(F)F)O (TFA). Conditions: time 2 hour. The product is Cl.NC1=C(C=C(C=N1)/C=C/C(=O)O)C(C)(C)O ((E)-3-[6-Amino-5-(1-hydroxy-1-methyl-ethyl)-pyridin-3-yl]-acrylic acid hydrochloride). RXN SMILES: C([O:5][C:6](=[O:20])/[CH:7]=[CH:8]/[C:9]1[CH:10]=[N:11][C:12]([NH2:19])=[C:13]([C:15]([OH:18])([CH3:17])[CH3:16])[CH:14]=1)(C)(C)C.C(O)(C(F)(F)F)=O.C(Cl)[Cl:29]>>[ClH:29].[NH2:19][C:12]1[N:11]=[CH:10][C:9](/[CH:8]=[CH:7]/[C:6]([OH:20])=[O:5])=[CH:14][C:13]=1[C:15]([OH:18])([CH3:16])[CH3:17] |f:3.4|. Reported procedure: A suspension of (E)-3-[6-Amino-5-(1-hydroxy-1-methyl-ethyl)-pyridin-3-yl]-acrylic acid tert-butyl ester (0.13 g, 0.47 mmol) in CH2Cl2 (6 mL) was treated with TFA (6 mL). After stirring at room temperature for 2 h, the solution was concentrated in vacuo. The resulting oil was treated with anhydrous HCl in dioxane (3 mL, 4.0 M) and sonicated until the oil was converted to a fine off-white solid. After stirring for 20 min, the suspension was concentrated. The solid was washed with Et2O, isolated by... Reactants: COC1=CC=C(CON(S(=O)(=O)C2=CC=C(C)C=C2)CCCP(OCC)(OCC)=O)C=C1 (diethyl 3-[N-(p-methoxybenzyloxy)-N-tosylamino]propylphosphonate), Cl (hydrochloric acid), C(C)(=O)O (acetic acid). Run at time 12 hour. Product: C1(=CC=C(C=C1)S(=O)(=O)O)C (p-toluene sulfonic acid), ONCCCP(O)(O)=O (3-(N-hydroxyamino)propylphosphonic acid). Reaction SMILES: COC1C=CC(C[O:8][N:9]([CH2:20][CH2:21][CH2:22][P:23](=[O:30])([O:27]CC)[O:24]CC)[S:10]([C:13]2[CH:19]=[CH:18][C:16]([CH3:17])=[CH:15][CH:14]=2)(=[O:12])=[O:11])=CC=1.Cl.C(O)(=[O:36])C>>[C:16]1([CH3:17])[CH:15]=[CH:14][C:13]([S:10]([OH:11])(=[O:12])=[O:36])=[CH:19][CH:18]=1.[OH:8][NH:9][CH2:20][CH2:21][CH2:22][P:23](=[O:24])([OH:30])[OH:27]. Procedure: A mixture of diethyl 3-[N-(p-methoxybenzyloxy)-N-tosylamino]propylphosphonate (3.0 g), 6 N hydrochloric acid (25 ml) and acetic acid (25 ml) was refluxed with stirring for 12 hours. The resultant mixture was concentrated under reduced pressure to give a brownish oily residue. The residue was washed with ethyl ether (100 ml), and then water (100 ml) was added thereto with stirring. Insoluble materials were filtered off from the mixture, whereafter the filtrate was washed with ethyl ether, and the...